This data is from the Open Reaction Database (ORD), a public repository of structured organic reaction records. The task is: describe an organic reaction: reactants, conditions, products, and yield Starting materials: O=C1CCC(=O)N1Br, COC(=O)c1ccc2[nH]ncc2c1F, CN(C)C=O. Product: COC(=O)c1ccc2[nH]nc(Br)c2c1F. Reaction SMILES: [Br:15][N:16]1[C:17](=[O:18])[CH2:19][CH2:20][C:21]1=[O:22].[CH3:1][O:2][C:3](=[O:4])[c:5]1[c:6]([F:14])[c:7]2[cH:8][n:9][nH:10][c:11]2[cH:12][cH:13]1.[CH3:23][N:24]([CH3:25])[CH:26]=[O:27]>>[CH3:1][O:2][C:3](=[O:4])[c:5]1[c:6]([F:14])[c:7]2[c:8]([Br:15])[n:9][nH:10][c:11]2[cH:12][cH:13]1. Reactants: [Li]CCCC (n-BuLi), BrC=1C=C(C=CC1OC)C(C=O)(C)C (2-(3-Bromo-4-methoxy-phenyl)-2-methyl-propionaldehyde). Reagents/catalysts: [Br-].C[P+](C1=CC=CC=C1)(C1=CC=CC=C1)C1=CC=CC=C1 (methyltriphenylphosphonium bromide). The solvent is C1CCOC1 (THF), C1CCOC1 (THF). Run at temperature 0 celsius, time 15 minute. The product is BrC1=C(C=CC(=C1)C(C=C)(C)C)OC (2-Bromo-4-(1,1-dimethyl-allyl)-1-methoxy-benzene). As a reaction SMILES: [Li][CH2:2]CCC.[Br:6][C:7]1[CH:8]=[C:9]([C:15]([CH3:19])([CH3:18])[CH:16]=O)[CH:10]=[CH:11][C:12]=1[O:13][CH3:14]>[Br-].C[P+](C1C=CC=CC=1)(C1C=CC=CC=1)C1C=CC=CC=1.C1COCC1>[Br:6][C:7]1[CH:8]=[C:9]([C:15]([CH3:19])([CH3:18])[CH:16]=[CH2:2])[CH:10]=[CH:11][C:12]=1[O:13][CH3:14] |f:2.3|. Procedure details: A suspension of methyltriphenylphosphonium bromide (7.71 g, 0.0215 mol) in dry THF (100 mL) was cooled to 0° C. under argon. n-BuLi (2.5M, 8 mL, 0.020 mol) was added slowly. The resulting clear orange solution of the ylide was stirred for another 15 min at 0° C. 2-(3-Bromo-4-methoxy-phenyl)-2-methyl-propionaldehyde (3.7 g, 0.014 mol) was dissolved in dry THF (50 mL) and added to ylide-solution. The mixture was stirred for 3 h/25° C. and the resulting suspension was quenched with MeOH (10 mL). Th...